Dataset: the Open Reaction Database (ORD), a public repository of structured organic reaction records. Task: describe an organic reaction: reactants, conditions, products, and yield Reactants: Cl (HCl), C(C)(C)(C)OC(CN(CC1CCCCC1)S(=O)(=O)C1=CC=C2C(=CN=C(C2=C1)NC(=N)N)Cl)=O (N-[(4-chloro-1-guanidino-7-isoquinolinyl)sulphonyl]-N-(cyclohexylmethyl)glycine t-butyl ester). Run in O1CCOCC1 (dioxane). Run at temperature 23 celsius, time 18 hour. The product is Cl.ClC1=CN=C(C2=CC(=CC=C12)S(=O)(=O)N(CC(=O)O)CC1CCCCC1)NC(=N)N (N-[(4-chloro-1-guanidino-7-isoquinolinyl)sulphonyl]-N-(cyclohexylmethyl)glycine hydrochloride). Yield: 114.0%. RXN SMILES: Cl.C([O:6][C:7](=[O:35])[CH2:8][N:9]([S:17]([C:20]1[CH:29]=[C:28]2[C:23]([C:24]([Cl:34])=[CH:25][N:26]=[C:27]2[NH:30][C:31]([NH2:33])=[NH:32])=[CH:22][CH:21]=1)(=[O:19])=[O:18])[CH2:10][CH:11]1[CH2:16][CH2:15][CH2:14][CH2:13][CH2:12]1)(C)(C)C>O1CCOCC1>[ClH:34].[Cl:34][C:24]1[C:23]2[C:28](=[CH:29][C:20]([S:17]([N:9]([CH2:10][CH:11]3[CH2:16][CH2:15][CH2:14][CH2:13][CH2:12]3)[CH2:8][C:7]([OH:35])=[O:6])(=[O:18])=[O:19])=[CH:21][CH:22]=2)[C:27]([NH:30][C:31]([NH2:33])=[NH:32])=[N:26][CH:25]=1 |f:3.4|. Procedure details: A solution of HCl (2 mL, 2 M, 4 mmol) was added to a solution of N-[(4-chloro-1-guanidino-7-isoquinolinyl)sulphonyl]-N-(cyclohexylmethyl)glycine t-butyl ester (53 mg, 0.10 mmol) in dioxane (4.0 mL). The mixture was stirred at 23° C. for 18 h and then heated at 50-60° C. for 16 h. On cooling, a white precipitate crashed out of solution. The solid was collected by filtration, triturated with EtOAc and then dried under vacuum to give N-[(4-chloro-1-guanidino-7-isoquinolinyl)sulphonyl]-N-(cyclohexyl... Starting materials: Br\C(=C/C=C\1/N(C2=CC=C(C=C2C1(C)C)S(=O)(=O)[O-])CCCS(=O)(=O)[O-])\C=C\C=1C(C=2C(=[N+](C=C(C2)Cl)CCCS(=O)(=O)[O-])N1)(C)C.[Na+].[Na+] (Sodium (E)-2-((2Z,4E)-3-Bromo-5-(5-chloro-3,3-dimethyl-7-(3-sulfonatopropyl)-3H-pyrrolo[2,3-b]pyridin-7-ium-2-yl)penta-2,4-dienylidene)-3,3-dimethyl-1-(3-sulfonatopropyl)indoline-5-sulfonate), CC1(C(=[N+](C=2C=CC3=C(C12)C=C(C=C3S(=O)(=O)[O-])S(=O)(=O)[O-])CCCS(=O)(=O)[O-])C)C.[Na+].[Na+] (Sodium 1,1,2-Trimethyl-3-(3-sulfonatopropyl)-1H-benzo[e]indolium-6,8-disulfonate). Product: Br/C(/C=C/C1=[N+](C=2C=CC3=C(C2C1(C)C)C=C(C=C3S(=O)(=O)[O-])S(=O)(=O)[O-])CCCS(=O)(=O)[O-])=C\C=C/3\N(C=1C=CC2=C(C1C3(C)C)C=C(C=C2S(=O)(=O)[O-])S(=O)(=O)[O-])CCCS(=O)(=O)[O-].[Na+].[Na+].[Na+].[Na+].[Na+] (Sodium 2-((1E,3Z,5E)-3-Bromo-5-(1,1-dimethyl-6,8-disulfonato-3-(3-sulfonatopropyl)-1H-benzo[e]indol-2(3H)-ylidene)penta-1,3-dienyl)-1,1-dimethyl-3-(3-sulfonatopropyl)-1H-benzo[e]indolium-6,8-disulfonate). Reaction SMILES: [Br:1]/[C:2](/[CH:27]=C/C1C(C)(C)C2C(N=1)=[N+](CCCS([O-])(=O)=O)C=C(Cl)C=2)=[CH:3]\[CH:4]=[C:5]1\[N:6]([CH2:20][CH2:21][CH2:22][S:23]([O-:26])(=[O:25])=[O:24])[C:7]2[C:12]([C:13]\1([CH3:15])[CH3:14])=[CH:11][C:10](S([O-])(=O)=O)=[CH:9][CH:8]=2.[Na+:48].[Na+].[CH3:50][C:51]1([CH3:80])[C:59]2[C:58]3[CH:60]=[C:61]([S:68]([O-:71])(=[O:70])=[O:69])[CH:62]=[C:63]([S:64]([O-:67])(=[O:66])=[O:65])[C:57]=3[CH:56]=[CH:55][C:54]=2[N+:53]([CH2:72][CH2:73][CH2:74][S:75]([O-:78])(=[O:77])=[O:76])=[C:52]1[CH3:79].[Na+].[Na+]>>[Br:1]/[C:2](=[CH:3]\[CH:4]=[C:5]1\[N:6]([CH2:20][CH2:21][CH2:22][S:23]([O-:26])(=[O:24])=[O:25])[C:7]2[CH:8]=[CH:9][C:10]3[C:61]([S:68]([O-:71])(=[O:69])=[O:70])=[CH:62][C:63]([S:64]([O-:67])(=[O:66])=[O:65])=[CH:57][C:11]=3[C:12]=2[C:13]\1([CH3:15])[CH3:14])/[CH:27]=[CH:79]/[C:52]1[C:51]([CH3:80])([CH3:50])[C:59]2[C:58]3[CH:60]=[C:61]([S:68]([O-:71])(=[O:69])=[O:70])[CH:62]=[C:63]([S:64]([O-:67])(=[O:65])=[O:66])[C:57]=3[CH:56]=[CH:55][C:54]=2[N+:53]=1[CH2:72][CH2:73][CH2:74][S:75]([O-:78])(=[O:77])=[O:76].[Na+:48].[Na+:48].[Na+:48].[Na+:48].[Na+:48] |f:0.1.2,3.4.5,6.7.8.9.10.11|. Reported procedure: Compound 25 is prepared analogously to compound 9 (Example 9), except that compound 23 is used as a starting material.